Dataset: the Open Reaction Database (ORD), a public repository of structured organic reaction records. Task: describe an organic reaction: reactants, conditions, products, and yield The reactants are S1C=CC2=C1C(NC1=C(C2)C=CC=C1)=O (9,10-Dihydro-4H-thieno[2,3-c][1]-benzazepin-10-one), [H-].[Al+3].[Li+].[H-].[H-].[H-] (lithium aluminum hydride). The solvent is O1CCCC1 (tetrahydrofuran). The product is S1C=CC2=C1CNC1=C(C2)C=CC=C1 (9,10-Dihydro-4H-thieno[2,3-c][1]benzazepine). The yield is 64.2%. Reaction SMILES: [S:1]1[C:5]2[C:6](=O)[NH:7][C:8]3[CH:14]=[CH:13][CH:12]=[CH:11][C:9]=3[CH2:10][C:4]=2[CH:3]=[CH:2]1.[H-].[Al+3].[Li+].[H-].[H-].[H-]>O1CCCC1>[S:1]1[C:5]2[CH2:6][NH:7][C:8]3[CH:14]=[CH:13][CH:12]=[CH:11][C:9]=3[CH2:10][C:4]=2[CH:3]=[CH:2]1 |f:1.2.3.4.5.6|. Procedure details: A stirred solution of 2.0 g of the product of Example 6 and 500 mg of lithium aluminum hydride in 200 ml of tetrahydrofuran is refluxed for 4 hours. The reaction mixture is carefully quenched with ice cold water and extracted with chloroform. The organic layer is washed well with water, dried over anhydrous sodium sulfate, filtered and concentrated in vacuo to a residue. The residue is purified by column chromatography on silica gel by elution with 30% ethyl acetate-hexane to give 1.2 g of the d... Starting materials: FC(C=1C=C(CC2=CC(=C(C=C2)[N+](=O)[O-])C)C=C(C1)C(F)(F)F)(F)F (4-(3,5-bis-trifluoromethyl-benzyl)-2-methyl-nitrobenzene), C(C)(=O)[O-].[NH4+] (ammonium acetate), CC(=O)C (acetone). The reagents and catalysts are [Cl-].[Cl-].[Cl-].[Ti+3] (titanium trichloride). Solvent: O (water). Run at time 12 hour. The product is FC(C=1C=C(CC2=CC(=C(N)C=C2)C)C=C(C1)C(F)(F)F)(F)F (4-(3,5-bis-trifluoromethyl-benzyl)-2-methylaniline). The yield is 54.5%. Reaction SMILES: [F:1][C:2]([F:25])([F:24])[C:3]1[CH:4]=[C:5]([CH:17]=[C:18]([C:20]([F:23])([F:22])[F:21])[CH:19]=1)[CH2:6][C:7]1[CH:12]=[CH:11][C:10]([N+:13]([O-])=O)=[C:9]([CH3:16])[CH:8]=1.C([O-])(=O)C.[NH4+].CC(C)=O>[Cl-].[Cl-].[Cl-].[Ti+3].O>[F:1][C:2]([F:24])([F:25])[C:3]1[CH:4]=[C:5]([CH:17]=[C:18]([C:20]([F:23])([F:22])[F:21])[CH:19]=1)[CH2:6][C:7]1[CH:12]=[CH:11][C:10]([NH2:13])=[C:9]([CH3:16])[CH:8]=1 |f:1.2,4.5.6.7|. Procedure: A solution of 20% titanium trichloride (8.4 g) was added to a mixture of 4-(3,5-bis-trifluoromethyl-benzyl)-2-methyl-nitrobenzene (0.44 g), ammonium acetate (9.3 g), acetone (20 ml) and water (10 ml) at room temperature and stirred for 12 hours. After the reaction, the reaction solution was extracted with ethyl acetate and washed with a saturated sodium bicarbonate solution and a saturated salt solution and then dried over anhydrous magnesium sulfate. After distilling the solvent off, the result... Starting materials: Br, CC(=O)O, COc1ccccc1C1CCN(C2CC3CCC2C3)CC1. Product: Oc1ccccc1C1CCN(C2CC3CCC2C3)CC1. As a reaction SMILES: [BrH:22].[CH3:23][C:24](=[O:25])[OH:26].[CH:1]12[CH:2]([N:8]3[CH2:9][CH2:10][CH:11]([c:14]4[c:15]([O:20][CH3:21])[cH:16][cH:17][cH:18][cH:19]4)[CH2:12][CH2:13]3)[CH2:3][CH:4]([CH2:5][CH2:6]1)[CH2:7]2>>[CH:1]12[CH:2]([N:8]3[CH2:9][CH2:10][CH:11]([c:14]4[c:15]([OH:20])[cH:16][cH:17][cH:18][cH:19]4)[CH2:12][CH2:13]3)[CH2:3][CH:4]([CH2:5][CH2:6]1)[CH2:7]2.